The task is: describe an organic reaction: reactants, conditions, products, and yield. This data is from the Open Reaction Database (ORD), a public repository of structured organic reaction records. The reactants are CCOc1cc(C(=O)N2CCC(CCCS(=O)(=O)[O-])(c3ccc(Cl)c(Cl)c3)C2)cc(OCC)c1OCC, Cl, NC(=O)C1(c2ccccc2)CCNCC1. The product is CCOc1cc(C(=O)N2CCC(CCN3CCC(C(N)=O)(c4ccccc4)CC3)(c3ccc(Cl)c(Cl)c3)C2)cc(OCC)c1OCC. RXN SMILES: [Cl:1][c:2]1[cH:3][c:4]([C:9]2([CH2:31][CH2:32][CH2:33][S:34]([O-:35])(=[O:36])=[O:37])[CH2:10][N:11]([C:14]([c:15]3[cH:16][c:17]([O:27][CH2:28][CH3:29])[c:18]([O:24][CH2:25][CH3:26])[c:19]([O:21][CH2:22][CH3:23])[cH:20]3)=[O:30])[CH2:12][CH2:13]2)[cH:5][cH:6][c:7]1[Cl:8].[ClH:38].[c:39]1([C:45]2([C:51](=[O:52])[NH2:53])[CH2:46][CH2:47][NH:48][CH2:49][CH2:50]2)[cH:40][cH:41][cH:42][cH:43][cH:44]1>>[Cl:1][c:2]1[cH:3][c:4]([C:9]2([CH2:31][CH2:32][N:48]3[CH2:47][CH2:46][C:45]([c:39]4[cH:40][cH:41][cH:42][cH:43][cH:44]4)([C:51](=[O:52])[NH2:53])[CH2:50][CH2:49]3)[CH2:10][N:11]([C:14]([c:15]3[cH:16][c:17]([O:27][CH2:28][CH3:29])[c:18]([O:24][CH2:25][CH3:26])[c:19]([O:21][CH2:22][CH3:23])[cH:20]3)=[O:30])[CH2:12][CH2:13]2)[cH:5][cH:6][c:7]1[Cl:8]. The reactants are CC(C)(C)OC(=O)NCCCCNc1c([N+](=O)[O-])cnc2cc(OCc3ccccc3)ccc12, CC(C)O, Cc1ccccc1, [H][H]. Yields the product CC(C)(C)OC(=O)NCCCCNc1c(N)cnc2cc(OCc3ccccc3)ccc12. RXN SMILES: [CH2:1]([c:2]1[cH:3][cH:4][cH:5][cH:6][cH:7]1)[O:8][c:9]1[cH:10][cH:11][c:12]2[c:13]([NH:22][CH2:23][CH2:24][CH2:25][CH2:26][NH:27][C:28]([O:29][C:30]([CH3:31])([CH3:32])[CH3:33])=[O:34])[c:14]([N+:19]([O-:20])=[O:21])[cH:15][n:16][c:17]2[cH:18]1.[CH3:35][CH:36]([OH:37])[CH3:38].[CH3:41][c:42]1[cH:43][cH:44][cH:45][cH:46][cH:47]1.[H:39][H:40]>>[CH2:1]([c:2]1[cH:3][cH:4][cH:5][cH:6][cH:7]1)[O:8][c:9]1[cH:10][cH:11][c:12]2[c:13]([NH:22][CH2:23][CH2:24][CH2:25][CH2:26][NH:27][C:28]([O:29][C:30]([CH3:31])([CH3:32])[CH3:33])=[O:34])[c:14]([NH2:19])[cH:15][n:16][c:17]2[cH:18]1. Reactants: NC=1N=CC2=C(N1)N(C=C2C(=O)C=2C=NC=C(C2)N)C(COC2OCCCC2)(C)C ({2-amino-7-[1,1-dimethyl-2-(tetrahydro-2H-pyran-2-yloxy)ethyl]-7H-pyrrolo[2,3-d]pyrimidin-5-yl}(5-aminopyridin-3-yl)methanone), C1(CC1)C=1N=NN(C1)CC(=O)O ((4-cyclopropyl-1H-1,2,3-triazol-1-yl)acetic acid). Yields the product NC=1N=CC2=C(N1)N(C=C2C(=O)C=2C=C(C=NC2)NC(CN2N=NC(=C2)C2CC2)=O)C(COC2OCCCC2)(C)C (N-[5-({2-Amino-7-[1,1-dimethyl-2-(tetrahydro-2H-pyran-2-yloxy)ethyl]-7H-pyrrolo[2,3-d]pyrimidin-5-yl}carbonyl)pyridin-3-yl]-2-(4-cyclopropyl-1H-1,2,3-triazol-1-yl)acetamide). RXN SMILES: [NH2:1][C:2]1[N:3]=[CH:4][C:5]2[C:10]([C:11]([C:13]3[CH:14]=[N:15][CH:16]=[C:17]([NH2:19])[CH:18]=3)=[O:12])=[CH:9][N:8]([C:20]([CH3:30])([CH3:29])[CH2:21][O:22][CH:23]3[CH2:28][CH2:27][CH2:26][CH2:25][O:24]3)[C:6]=2[N:7]=1.[CH:31]1([C:34]2[N:35]=[N:36][N:37]([CH2:39][C:40](O)=[O:41])[CH:38]=2)[CH2:33][CH2:32]1>>[NH2:1][C:2]1[N:3]=[CH:4][C:5]2[C:10]([C:11]([C:13]3[CH:18]=[C:17]([NH:19][C:40](=[O:41])[CH2:39][N:37]4[CH:38]=[C:34]([CH:31]5[CH2:32][CH2:33]5)[N:35]=[N:36]4)[CH:16]=[N:15][CH:14]=3)=[O:12])=[CH:9][N:8]([C:20]([CH3:30])([CH3:29])[CH2:21][O:22][CH:23]3[CH2:28][CH2:27][CH2:26][CH2:25][O:24]3)[C:6]=2[N:7]=1. Procedure details: The title compound was prepared according to the method described for Example 1 using {2-amino-7-[1,1-dimethyl-2-(tetrahydro-2H-pyran-2-yloxy)ethyl]-7H-pyrrolo[2,3-d]pyrimidin-5-yl}(5-aminopyridin-3-yl)methanone (see Preparation 49) and (4-cyclopropyl-1H-1,2,3-triazol-1-yl)acetic acid (see Preparation 83) to afford the title compound as a yellow solid in 86% yield, 70 mg. Starting materials: ClC=1SC(=CN1)C#N (2-chloro-thiazole-5-carbonitrile), O (water), NC=1C=C(C=CC1)O (3-amino phenol), C(=O)([O-])[O-].[K+].[K+] (K2CO3). The solvent is CN(C=O)C (N,N-dimethyl formamide). Run at time 8 hour. The product is NC=1C=C(OC=2SC(=CN2)C#N)C=CC1 (2-(3-aminophenoxy)-1,3-thiazole-5-carbonitrile). Yield: 100.0%. Reaction SMILES: Cl[C:2]1[S:3][C:4]([C:7]#[N:8])=[CH:5][N:6]=1.[NH2:9][C:10]1[CH:11]=[C:12]([OH:16])[CH:13]=[CH:14][CH:15]=1.C([O-])([O-])=O.[K+].[K+].O>CN(C)C=O>[NH2:9][C:10]1[CH:11]=[C:12]([CH:13]=[CH:14][CH:15]=1)[O:16][C:2]1[S:3][C:4]([C:7]#[N:8])=[CH:5][N:6]=1 |f:2.3.4|. Procedure: 2-chloro-thiazole-5-carbonitrile (1.09 g, 7.5 mmol; prepared as described in WO 01/17995, p. 103) and 3-amino phenol (820 mg, 7.5 mmol) were combined in N,N-dimethyl formamide (5 mL). To this solution, K2CO3 (3.1 g, 22.5 mmol) was added and the resulting reaction mixture was stirred at room temperature overnight. The reaction mixture was then poured into water and extracted with ethyl acetate (2×). The combined organics were dried (Na2SO4), filtered and concentrated by rotary evaporation. The re... The reactants are OCC(=CCCC(=CCCC(=CC=C(C(=O)OCC)C(C)C)C)C)C (ethyl 14-hydroxy-2-(1-methylethyl)-5,9,13-trimethyl-2,4,8,12-tetradecatetraenoate), τ-collidine, [Cl-].[Li+] (lithium chloride), CN(C=O)C (dimethylformamide), CS(=O)(=O)Cl (methanesulfonyl chloride). The solvent is CCOCC (ether), O (water), CCCCCC.C(C)(=O)OCC (n-hexane ethyl acetate). Reaction conditions: time 5 hour. Yields the product ClCC(=CCCC(=CCCC(=CC=C(C(=O)OCC)C(C)C)C)C)C (ethyl 14-chloro-2-(1-methylethyl)-5,9,13-trimethyl-2,4,8,12-tetradecatetraenoate). The yield is 88.0%. RXN SMILES: O[CH2:2][C:3]([CH3:25])=[CH:4][CH2:5][CH2:6][C:7]([CH3:24])=[CH:8][CH2:9][CH2:10][C:11]([CH3:23])=[CH:12][CH:13]=[C:14]([CH:20]([CH3:22])[CH3:21])[C:15]([O:17][CH2:18][CH3:19])=[O:16].[Cl-].[Li+].CN(C)C=O.CS([Cl:37])(=O)=O>CCCCCC.C(OCC)(=O)C.CCOCC.O>[Cl:37][CH2:2][C:3]([CH3:25])=[CH:4][CH2:5][CH2:6][C:7]([CH3:24])=[CH:8][CH2:9][CH2:10][C:11]([CH3:23])=[CH:12][CH:13]=[C:14]([CH:20]([CH3:22])[CH3:21])[C:15]([O:17][CH2:18][CH3:19])=[O:16] |f:1.2,5.6|. Procedure: To a mixture of ethyl 14-hydroxy-2-(1-methylethyl)-5,9,13-trimethyl-2,4,8,12-tetradecatetraenoate (71.0 mg, 0.20 mmol), τ-collidine (26.7 mg, 0.22 mmol), lithium chloride (8.5 mg, 0.20 mmol), and dimethylformamide (1 ml) was added with stirring methanesulfonyl chloride (25.2 mg, 0.22 mmol) on an ice-water bath and under nitrogen atmosphere. The stirring was continued at the same temperature for 5 hours. After confirmation of disappearance of the starting material, water and ether were added to t... Starting materials: C(=O)(OC(C)(C)C)N[C@@H](CC1=CC=C(C=C1)O)C(=O)N[C@H](CCSC)C(=O)NCC(=O)N[C@@H](CC1=CC=CC=C1)C(=O)C1C2(CC3CC(CC1(C3)N)C2)C(=O)O (Boc-L-tyrosyl-D-methionyl-glycyl-L-phenyalanyl-3-amino-1-adamantanecarboxylic acid), solution, Cl (hydrogen chloride). The solvent is O1CCOCC1 (dioxane), O1CCOCC1 (dioxane). Conditions: time 30 minute. The product is Cl.N[C@@H](CC1=CC=C(C=C1)O)C(=O)N[C@H](CCSC)C(=O)NCC(=O)N[C@@H](CC1=CC=CC=C1)C(=O)C1C2(CC3CC(CC1(C3)N)C2)C(=O)O (L-tyrosyl-D-methionyl-glycyl-L-phenylalanyl-3-amino-1-adamantanecarboxylic acid hydrochloride). Reaction SMILES: C([NH:8][C@H:9]([C:18]([NH:20][C@@H:21]([C:26]([NH:28][CH2:29][C:30]([NH:32][C@H:33]([C:41]([CH:43]1[C:50]2([NH2:52])[CH2:51][CH:46]3[CH2:47][CH:48]([CH2:53][C:44]1([C:54]([OH:56])=[O:55])[CH2:45]3)[CH2:49]2)=[O:42])[CH2:34][C:35]1[CH:40]=[CH:39][CH:38]=[CH:37][CH:36]=1)=[O:31])=[O:27])[CH2:22][CH2:23][S:24][CH3:25])=[O:19])[CH2:10][C:11]1[CH:16]=[CH:15][C:14]([OH:17])=[CH:13][CH:12]=1)(OC(C)(C)C)=O.[ClH:57]>O1CCOCC1>[ClH:57].[NH2:8][C@H:9]([C:18]([NH:20][C@@H:21]([C:26]([NH:28][CH2:29][C:30]([NH:32][C@H:33]([C:41]([CH:43]1[C:50]2([NH2:52])[CH2:51][CH:46]3[CH2:47][CH:48]([CH2:53][C:44]1([C:54]([OH:56])=[O:55])[CH2:45]3)[CH2:49]2)=[O:42])[CH2:34][C:35]1[CH:40]=[CH:39][CH:38]=[CH:37][CH:36]=1)=[O:31])=[O:27])[CH2:22][CH2:23][S:24][CH3:25])=[O:19])[CH2:10][C:11]1[CH:12]=[CH:13][C:14]([OH:17])=[CH:15][CH:16]=1 |f:3.4|. Reported procedure: To a solution of 0.94 g of Boc-L-tyrosyl-D-methionyl-glycyl-L-phenyalanyl-3-amino-1-adamantanecarboxylic acid in 20 ml of dioxane is added 10 ml of a 5.7 N solution of hydrogen chloride in dioxane. The reaction mixture is allowed to stand for 30 minutes at room temperature. The solvent is removed under vacuum and the residue is dissolved in water. The cloudy solution is stirred with a small amount of SupercelHyflo for 30 minutes then filtered and lyophilized to give a white powder. The powder is... Reactants: ClC1=C(C(=O)N2C3=C(CC4=C(C2)C=CC=C4)C=CC=C3)C=CC(=C1)N (5-(2-chloro-4-aminobenzoyl)-6,11-dihydro-5H-dibenz[b,e]azepine), C(C)(C)N(C(C)C)CC (N,N-diisopropylethylamine), CC1=C(C(=O)Cl)C=CC=C1 (2-methylbenzoyl chloride). Run in C(Cl)Cl (methylene chloride). Conditions: time 18 hour. Product: C1=CC=CC=2N(CC3=C(CC21)C=CC=C3)C(=O)C3=C(C=C(C=C3)NC(C3=C(C=CC=C3)C)=O)Cl (N-[4-[(6,11-Dihydro-5H-dibenz[b,e]azepin-5-yl)-carbonyl]-3-chlorophenyl]-2-methylbenzamide). The yield is 81.9%. As a reaction SMILES: [Cl:1][C:2]1[CH:24]=[C:23]([NH2:25])[CH:22]=[CH:21][C:3]=1[C:4]([N:6]1[CH2:12][C:11]2[CH:13]=[CH:14][CH:15]=[CH:16][C:10]=2[CH2:9][C:8]2[CH:17]=[CH:18][CH:19]=[CH:20][C:7]1=2)=[O:5].C(N(CC)C(C)C)(C)C.[CH3:35][C:36]1[CH:44]=[CH:43][CH:42]=[CH:41][C:37]=1[C:38](Cl)=[O:39]>C(Cl)Cl>[CH:17]1[C:8]2[CH2:9][C:10]3[CH:16]=[CH:15][CH:14]=[CH:13][C:11]=3[CH2:12][N:6]([C:4]([C:3]3[CH:21]=[CH:22][C:23]([NH:25][C:38](=[O:39])[C:37]4[CH:41]=[CH:42][CH:43]=[CH:44][C:36]=4[CH3:35])=[CH:24][C:2]=3[Cl:1])=[O:5])[C:7]=2[CH:20]=[CH:19][CH:18]=1. Reported procedure: A mixture of 0.31 g of 5-(2-chloro-4-aminobenzoyl)-6,11-dihydro-5H-dibenz[b,e]azepine and 0.15 g of N,N-diisopropylethylamine in 10 ml of methylene chloride is cooled in an ice bath while 0.18 g of 2-methylbenzoyl chloride is added. The bath is removed and the reactants stirred at room temperature for 18 hours. The mixture is washed with water, 1N HCl, water, 1M NaHCO3, brine and dried (Na2SO4). The methylene chloride is removed in vacuo to give 0.34 g of the desired product as crystalline solid... Reactants: CCCCCCCCCCCCCCCC(=O)C1(n2cnc3c(=O)[nH]c(N)nc32)CC(O)C(CO)O1, CCCCCCCC(=O)Cl, CCCCCCCCCCCCCCCC(=O)Cl. The product is CCCCCCCCCCCC(=O)C1(n2cnc3c(=O)[nH]c(N)nc32)CC(O)C(CO)O1. Reaction SMILES: [C:1]([CH2:2][CH2:3][CH2:4][CH2:5][CH2:6][CH2:7][CH2:8][CH2:9][CH2:10][CH2:11][CH2:12][CH2:13][CH2:14][CH2:15][CH3:16])(=[O:17])[C:18]1([n:26]2[cH:27][n:28][c:29]3[c:30](=[O:31])[nH:32][c:33]([NH2:34])[n:35][c:36]23)[CH2:19][CH:20]([OH:21])[CH:22]([CH2:23][OH:24])[O:25]1.[C:37]([Cl:38])(=[O:39])[CH2:40][CH2:41][CH2:42][CH2:43][CH2:44][CH2:45][CH3:46].[C:47]([Cl:48])(=[O:49])[CH2:50][CH2:51][CH2:52][CH2:53][CH2:54][CH2:55][CH2:56][CH2:57][CH2:58][CH2:59][CH2:60][CH2:61][CH2:62][CH2:63][CH3:64]>>[C:1]([CH2:2][CH2:3][CH2:4][CH2:5][CH2:6][CH2:7][CH2:8][CH2:9][CH2:10][CH2:11][CH3:12])(=[O:17])[C:18]1([n:26]2[cH:27][n:28][c:29]3[c:30](=[O:31])[nH:32][c:33]([NH2:34])[n:35][c:36]23)[CH2:19][CH:20]([OH:21])[CH:22]([CH2:23][OH:24])[O:25]1. The reactants are COC(C)(C)C, COc1cc(F)nc(F)n1, NC1CCCCC1. Yields the product COc1cc(F)nc(NC2CCCCC2)n1. Reaction SMILES: [C:18]([O:19][CH3:20])([CH3:21])([CH3:22])[CH3:23].[F:8][c:9]1[n:10][c:11]([O:16][CH3:17])[cH:12][c:13]([F:15])[n:14]1.[NH2:1][CH:2]1[CH2:3][CH2:4][CH2:5][CH2:6][CH2:7]1>>[NH:1]([CH:2]1[CH2:3][CH2:4][CH2:5][CH2:6][CH2:7]1)[c:9]1[n:10][c:11]([O:16][CH3:17])[cH:12][c:13]([F:15])[n:14]1. Reactants: COC(=O)C(C)C, C1CCOC1, CCCCCC, CC(C)NC(C)C, Cc1ccnc(F)c1. Yields the product CC(C)C(=O)Cc1ccnc(F)c1. Reaction SMILES: [C:16]([CH:17]([CH3:18])[CH3:19])(=[O:20])[O:21][CH3:22].[CH2:23]1[O:24][CH2:25][CH2:26][CH2:27]1.[CH3:28][CH2:29][CH2:30][CH2:31][CH2:32][CH3:33].[CH:1]([NH:2][CH:3]([CH3:4])[CH3:5])([CH3:6])[CH3:7].[F:8][c:9]1[n:10][cH:11][cH:12][c:13]([CH3:15])[cH:14]1>>[F:8][c:9]1[n:10][cH:11][cH:12][c:13]([CH2:15][C:16]([CH:17]([CH3:18])[CH3:19])=[O:20])[cH:14]1.